This data is from the Open Reaction Database (ORD), a public repository of structured organic reaction records. The task is: describe an organic reaction: reactants, conditions, products, and yield Product: CCn1cc(C(=O)O)c(=O)c2cc(F)c(N3CCNC(c4sccc4C)C3)cc21. Reaction SMILES: [CH3:1][c:2]1[c:3]([CH:7]2[NH:8][CH2:9][CH2:10][NH:11][CH2:12]2)[s:4][cH:5][cH:6]1.[Cl:13][c:14]1[c:15]([F:30])[cH:16][c:17]2[c:18](=[O:29])[c:19]([C:26](=[O:27])[OH:28])[cH:20][n:21]([CH2:24][CH3:25])[c:22]2[cH:23]1.[cH:31]1[cH:32][cH:33][n:34][cH:35][cH:36]1>>[CH3:1][c:2]1[c:3]([CH:7]2[NH:8][CH2:9][CH2:10][N:11]([c:14]3[c:15]([F:30])[cH:16][c:17]4[c:18](=[O:29])[c:19]([C:26](=[O:27])[OH:28])[cH:20][n:21]([CH2:24][CH3:25])[c:22]4[cH:23]3)[CH2:12]2)[s:4][cH:5][cH:6]1. Reactants: Cc1ccsc1C1CNCCN1, CCn1cc(C(=O)O)c(=O)c2cc(F)c(Cl)cc21, c1ccncc1. Starting materials: ClC=1C=C(C=CC1F)C=1OC(=CC1C=1C=C(C=C(C1)F)C#N)C(=O)N1CNC(C1)=O (3-{2-(3-Chloro-4-fluorophenyl)-5-[(4-oxoimidazolidin-1-yl)carbonyl]furan-3-yl}-5-fluorobenzenecarbonitrile), C(#N)C=1C=C(C=C(C1)F)C=1C=C(OC1C1=CC(=CC=C1)C#N)C(=O)OCC (Ethyl 4-(3-cyano-5-fluorophenyl)-5-(3-cyanophenyl)furan-2-carboxylate). Product: C(#N)C=1C=C(C=CC1)C=1OC(=CC1C=1C=C(C=C(C1)F)C#N)C(=O)N1CCOCC1 (3-[2-(3-Cyanophenyl)-5-(morpholin-4-ylcarbonyl)furan-3-yl]-5-fluorobenzenecarbonitrile). Reaction SMILES: ClC1C=C(C2O[C:11]([C:23]([N:25]3[CH2:29][C:28](=[O:30])NC3)=O)=CC=2C2C=C(C#N)C=C(F)C=2)C=CC=1F.[C:31]([C:33]1[CH:34]=[C:35]([C:40]2[CH:41]=[C:42]([C:53](OCC)=[O:54])[O:43][C:44]=2[C:45]2[CH:50]=[CH:49][CH:48]=[C:47]([C:51]#[N:52])[CH:46]=2)[CH:36]=[C:37]([F:39])[CH:38]=1)#[N:32]>>[C:51]([C:47]1[CH:46]=[C:45]([C:44]2[O:43][C:42]([C:53]([N:25]3[CH2:23][CH2:11][O:30][CH2:28][CH2:29]3)=[O:54])=[CH:41][C:40]=2[C:35]2[CH:34]=[C:33]([C:31]#[N:32])[CH:38]=[C:37]([F:39])[CH:36]=2)[CH:50]=[CH:49][CH:48]=1)#[N:52]. Reported procedure: The preparation of the title compound takes place in analogy to the synthesis of the compound from Example 31 starting with the compound from Example 17A. 32.1 mg (58% of theory) of the title compound are obtained.